From a dataset of the Open Reaction Database (ORD), a public repository of structured organic reaction records. describe an organic reaction: reactants, conditions, products, and yield As a reaction SMILES: [OH:1][C:2]1[CH:7]=[CH:6][C:5]([C:8]([C:15]2[CH:20]=[CH:19][C:18]([OH:21])=[CH:17][CH:16]=2)([CH3:14])[CH2:9][CH2:10][C:11]([OH:13])=[O:12])=[CH:4][CH:3]=1.[CH2:22](O)[C:23]#[CH:24].S(=O)(=O)(O)O>O>[CH2:24]([O:12][C:11](=[O:13])[CH2:10][CH2:9][C:8]([C:15]1[CH:16]=[CH:17][C:18]([OH:21])=[CH:19][CH:20]=1)([C:5]1[CH:4]=[CH:3][C:2]([OH:1])=[CH:7][CH:6]=1)[CH3:14])[C:23]#[CH:22]. Procedure details: A mixture of 21.2 grams of 4,4-bis(4-hydroxyphenyl)pentanoic acid, 50 ml. of propargyl alcohol and 0.3 ml. of concentrated sulfuric acid was stirred at room temperature for 40 hours. The mixture was then poured into 500 ml. of water, with stirring. The oily layer was allowed to settle and the aqueous layer was removed by decantation. The oily layer was washed with water two additional times. Finally, 500 ml. of water containing 10 grams of sodium bicarbonate was added to the oily layer, the prod... Product: C(C#C)OC(CCC(C)(C1=CC=C(C=C1)O)C1=CC=C(C=C1)O)=O (propargyl-4,4-bis-(4-hydroxyphenyl)pentanoate). Reactants: OC1=CC=C(C=C1)C(CCC(=O)O)(C)C1=CC=C(C=C1)O (4,4-bis(4-hydroxyphenyl)pentanoic acid), C(C#C)O (propargyl alcohol), S(O)(O)(=O)=O (sulfuric acid). Yield: 41.0%. Solvent: O (water). The reactants are O=C(O)CBr, Cl, [H-], O=[N+]([O-])c1ccc(O)cc1, [Na+], C1CCOC1. Yields the product O=C(O)COc1ccc([N+](=O)[O-])cc1. As a reaction SMILES: [Br:13][CH2:14][C:15](=[O:16])[OH:17].[ClH:18].[H-:11].[N+:1](=[O:2])([O-:3])[c:4]1[cH:5][cH:6][c:7]([OH:10])[cH:8][cH:9]1.[Na+:12].[O:19]1[CH2:20][CH2:21][CH2:22][CH2:23]1>>[N+:1](=[O:2])([O-:3])[c:4]1[cH:5][cH:6][c:7]([O:10][CH2:14][C:15](=[O:16])[OH:17])[cH:8][cH:9]1. The reactants are CN(C1=C(C=CC(=C1)N(C)C)C1(OC(=O)C2=CC(=CC=C12)[N+](=O)[O-])C1=C(N(C2=CC=CC=C12)CC)C)C (3-[2,4-bis(dimethylamino)phenyl]-3-(1-ethyl-2-methyl-3-indolyl)-6-nitrophthalide), stannous chloride dihydrate. The solvent is Cl (hydrochloric acid). Conditions: temperature 60 celsius, time 1 hour. The product is CN(C1=C(C=CC(=C1)N(C)C)C1(OC(=O)C2=CC(=CC=C12)N)C1=C(N(C2=CC=CC=C12)CC)C)C (3-[2,4-bis(dimethylamino)phenyl]-3-(1-ethyl-2-methyl-3-indolyl)-6-aminophthalide). The yield is 11.5%. As a reaction SMILES: [CH3:1][N:2]([CH3:37])[C:3]1[CH:8]=[C:7]([N:9]([CH3:11])[CH3:10])[CH:6]=[CH:5][C:4]=1[C:12]1([C:25]2[C:33]3[C:28](=[CH:29][CH:30]=[CH:31][CH:32]=3)[N:27]([CH2:34][CH3:35])[C:26]=2[CH3:36])[C:21]2[C:16](=[CH:17][C:18]([N+:22]([O-])=O)=[CH:19][CH:20]=2)[C:14](=[O:15])[O:13]1>Cl>[CH3:1][N:2]([CH3:37])[C:3]1[CH:8]=[C:7]([N:9]([CH3:10])[CH3:11])[CH:6]=[CH:5][C:4]=1[C:12]1([C:25]2[C:33]3[C:28](=[CH:29][CH:30]=[CH:31][CH:32]=3)[N:27]([CH2:34][CH3:35])[C:26]=2[CH3:36])[C:21]2[C:16](=[CH:17][C:18]([NH2:22])=[CH:19][CH:20]=2)[C:14](=[O:15])[O:13]1. Procedure: A solution of 25.0 g (0.054 mole) of 3-[2,4-bis(dimethylamino)phenyl]-3-(1-ethyl-2-methyl-3-indolyl)-6-nitrophthalide, prepared as described in part B above, in 285 ml of concentrated hydrochloric acid was heated to 60° C. at which temperature 31.25 g (0.142 mole) of stannous chloride dihydrate was added at such a rate as to maintain the temperature at 60° C. After the addition was complete, the solution was heated to 70° C. and held there for a period of one hour and then allowed to cool to 25°... The reactants are [Br-], CC(=O)Nc1cc(C(F)(F)F)ccc1S(=O)(=O)CC#N, CO, [K+]. Yields the product CC1=C(C#N)S(=O)(=O)c2ccc(C(F)(F)F)cc2N1. Reaction SMILES: [Br-:21].[C:1](#[N:2])[CH2:3][S:4](=[O:5])(=[O:6])[c:7]1[c:8]([NH:17][C:18]([CH3:19])=[O:20])[cH:9][c:10]([C:13]([F:14])([F:15])[F:16])[cH:11][cH:12]1.[CH3:23][OH:24].[K+:22]>>[C:1](#[N:2])[C:3]1=[C:18]([CH3:19])[NH:17][c:8]2[c:7]([cH:12][cH:11][c:10]([C:13]([F:14])([F:15])[F:16])[cH:9]2)[S:4]1(=[O:5])=[O:6].